This data is from the Open Reaction Database (ORD), a public repository of structured organic reaction records. The task is: describe an organic reaction: reactants, conditions, products, and yield Starting materials: C1CCOC1, CC(C)(C)S(N)=O, CC[O-], CC[O-], CC[O-], CC[O-], CC(=O)c1ccc(N)c([N+](=O)[O-])c1, [Ti+4]. The product is CC(NS(=O)C(C)(C)C)c1ccc(N)c([N+](=O)[O-])c1. Reaction SMILES: [CH2:21]1[O:22][CH2:23][CH2:24][CH2:25]1.[CH3:14][C:15]([CH3:16])([CH3:17])[S:18](=[O:19])[NH2:20].[CH3:26][CH2:27][O-:28].[CH3:30][CH2:31][O-:32].[CH3:33][CH2:34][O-:35].[CH3:36][CH2:37][O-:38].[NH2:1][c:2]1[c:3]([N+:11](=[O:12])[O-:13])[cH:4][c:5]([C:8]([CH3:9])=[O:10])[cH:6][cH:7]1.[Ti+4:29]>>[NH2:1][c:2]1[c:3]([N+:11](=[O:12])[O-:13])[cH:4][c:5]([CH:8]([CH3:9])[NH:20][S:18]([C:15]([CH3:14])([CH3:16])[CH3:17])=[O:19])[cH:6][cH:7]1. The reactants are ClCCl (dichloromethane), FC(C=1C=C(C(=O)Cl)C=C(C1)C(F)(F)F)(F)F (3,5-bis(trifluoromethyl)benzoyl chloride), ClC1=CC=C(CN2CCC(CC2)CNC(CN)=O)C=C1 (1-(4-chlorobenzyl)-4-[(glycylamino)methyl]piperidine), C(Cl)(Cl)Cl (chloroform), ClCCl (dichloromethane). Run in CO (methanol). Run at time 2 hour. Yields the product ClC1=CC=C(CN2CCC(CC2)CNC(CNC(C2=CC(=CC(=C2)C(F)(F)F)C(F)(F)F)=O)=O)C=C1 (1-(4-chlorobenzyl)-4-[[N-(3,5-bis(trifluoromethyl)benzoyl)glycyl]aminomethyl]piperidine). As a reaction SMILES: ClCCl.[F:4][C:5]([F:20])([F:19])[C:6]1[CH:7]=[C:8]([CH:12]=[C:13]([C:15]([F:18])([F:17])[F:16])[CH:14]=1)[C:9](Cl)=[O:10].[Cl:21][C:22]1[CH:40]=[CH:39][C:25]([CH2:26][N:27]2[CH2:32][CH2:31][CH:30]([CH2:33][NH:34][C:35](=[O:38])[CH2:36][NH2:37])[CH2:29][CH2:28]2)=[CH:24][CH:23]=1.C(Cl)(Cl)Cl>CO>[Cl:21][C:22]1[CH:40]=[CH:39][C:25]([CH2:26][N:27]2[CH2:28][CH2:29][CH:30]([CH2:33][NH:34][C:35](=[O:38])[CH2:36][NH:37][C:9](=[O:10])[C:8]3[CH:7]=[C:6]([C:5]([F:20])([F:19])[F:4])[CH:14]=[C:13]([C:15]([F:18])([F:17])[F:16])[CH:12]=3)[CH2:31][CH2:32]2)=[CH:24][CH:23]=1. Reported procedure: A dichloromethane (1 mL) solution of 3,5-bis(trifluoromethyl)benzoyl chloride (0.058 mmol) was added to a mixture of 1-(4-chlorobenzyl)-4-[(glycylamino)methyl]piperidine (0.050 mmol) with chloroform (0.2 mL), a piperidinomethylpolystyrene (58 mg) and dichloromethane (0.75 mL). The resulting reaction mixture was stirred at room temperature for 2 hours, and methanol (1.0 mL) was then added to the obtained mixture. The resulting mixture was stirred at room temperature for 30 minutes. The reaction m... Starting materials: NCC(=O)N[C@H](C(C)(C)C)C(=O)O (glycyl-3-methyl-D-valine), [BH4-].[Na+] (NaBH4), FC1=CC=C(C=C1)N1[C@@H]([C@H](C1=O)SCC(C1=CC=C(C=C1)SC)O)C1=CC=C(OCC(=O)O)C=C1 ({4-[(2R,3R)-1-(4-fluorophenyl)-3-({2-hydroxy-2-[4-(methylthio)phenyl]ethyl}thio)-4-oxoazetidin-2-yl]phenoxy}acetic acid), CN1CCOCC1 (NMM), CN(C)C(=[N+](C)C)ON1C2=C(C=CC=C2)N=N1.[B-](F)(F)(F)F (TBTU). The solvent is CO (MeOH), CN(C)C=O (DMF). Conditions: time 18 hour. The product is FC1=CC=C(C=C1)N1[C@@H]([C@H](C1=O)SCC(C1=CC=C(C=C1)SC)O)C1=CC=C(OCC(=O)NCC(=O)N[C@H](C(C)(C)C)C(=O)O)C=C1 (N-({4-[(2R,3R)-1-(4-fluorophenyl)-3-({2-hydroxy-2-[4-(methylthio)phenyl]ethyl}thio)-4-oxoazetidin-2-yl]phenoxy}acetyl)glycyl-3-methyl-D-valine). Yield: 22.5%. Reaction SMILES: [F:1][C:2]1[CH:7]=[CH:6][C:5]([N:8]2[C:11](=[O:12])[C@H:10]([S:13][CH2:14][CH:15]([OH:24])[C:16]3[CH:21]=[CH:20][C:19]([S:22][CH3:23])=[CH:18][CH:17]=3)[C@H:9]2[C:25]2[CH:35]=[CH:34][C:28]([O:29][CH2:30][C:31]([OH:33])=O)=[CH:27][CH:26]=2)=[CH:4][CH:3]=1.CN1CCOCC1.CN(C(ON1N=NC2C=CC=CC1=2)=[N+](C)C)C.[B-](F)(F)(F)F.[NH2:65][CH2:66][C:67]([NH:69][C@@H:70]([C:75]([OH:77])=[O:76])[C:71]([CH3:74])([CH3:73])[CH3:72])=[O:68].[BH4-].[Na+]>CN(C=O)C.CO>[F:1][C:2]1[CH:7]=[CH:6][C:5]([N:8]2[C:11](=[O:12])[C@H:10]([S:13][CH2:14][CH:15]([OH:24])[C:16]3[CH:21]=[CH:20][C:19]([S:22][CH3:23])=[CH:18][CH:17]=3)[C@H:9]2[C:25]2[CH:35]=[CH:34][C:28]([O:29][CH2:30][C:31]([NH:65][CH2:66][C:67]([NH:69][C@@H:70]([C:75]([OH:77])=[O:76])[C:71]([CH3:72])([CH3:73])[CH3:74])=[O:68])=[O:33])=[CH:27][CH:26]=2)=[CH:4][CH:3]=1 |f:2.3,5.6|. Procedure details: To a solution of {4-[(2R,3R)-1-(4-fluorophenyl)-3-({2-hydroxy-2-[4-(methylthio)phenyl]ethyl}thio)-4-oxoazetidin-2-yl]phenoxy}acetic acid (0.020 g, 0.039 mmol) and NMM (0.020 ml, 0.182 mmol) in DMF (3 ml) at RT was added TBTU (0.020 g, 0.062 mmol). The reaction mixture was stirred for 60 min after which glycyl-3-methyl-D-valine (0.008 g, 0.043 mmol) was added. The mixture was stirred for 18 h before the reaction was quenched by the addition of water (1 ml). The mixture was diluted with MeOH (1 ml... The reactants are ClC1=C(C(=O)O)C(=CC(=N1)C)C (2-chloro-4,6-dimethyl-nicotinic acid), N (ammonia), C1(=C(C=CC=C1)N)N (o-phenylenediamine), CCCCOCCO (butyl glycol). Procedure: A mixture consisting of 9.3 gm of 2-chloro-4,6-dimethyl-nicotinic acid, 5.41 gm of o-phenylenediamine and 25 ml of butyl glycol was heated at 170° C. for 90 minutes while stirring. The mixture was subsequently cooled to 60° C. and poured over ice. After adjusting it to a pH-value of 8 with ammonia, the mixture was suction-filtered, and the filter cake was washed with water and recrystallized from aqueous 70% acetic acid, yielding 53% of theory of the compound named in the heading, which had a me... Reaction SMILES: Cl[C:2]1[N:10]=[C:9]([CH3:11])[CH:8]=[C:7]([CH3:12])[C:3]=1[C:4]([OH:6])=O.[C:13]1([NH2:20])[CH:18]=[CH:17][CH:16]=[CH:15][C:14]=1[NH2:19].CCCCOCCO.N>>[CH3:11][C:9]1[CH:8]=[C:7]([CH3:12])[C:3]2[C:4](=[O:6])[NH:20][C:13]3[CH:18]=[CH:17][CH:16]=[CH:15][C:14]=3[NH:19][C:2]=2[N:10]=1. The product is CC=1C=C(C2=C(NC3=C(NC2=O)C=CC=C3)N1)C (6,11-Dihydro-2,4-dimethyl-5H-pyrido[2,3-b][1,5]benzodiazepin-5-one). Run at temperature 170 celsius. The reactants are CCO, O=C(Nc1n[nH]c2ccc([N+](=O)[O-])cc12)c1ccccc1, N, O=S(=O)([O-])[O-], O. Product: Nc1ccc2[nH]nc(NC(=O)c3ccccc3)c2c1. As a reaction SMILES: [CH3:22][CH2:23][OH:24].[N+:1]([O-:2])(=[O:3])[c:4]1[cH:5][c:6]2[c:7]([NH:13][C:14]([c:15]3[cH:16][cH:17][cH:18][cH:19][cH:20]3)=[O:21])[n:8][nH:9][c:10]2[cH:11][cH:12]1.[NH3:30].[O-:25][S:26](=[O:27])(=[O:28])[O-:29].[OH2:31]>>[NH2:1][c:4]1[cH:5][c:6]2[c:7]([NH:13][C:14]([c:15]3[cH:16][cH:17][cH:18][cH:19][cH:20]3)=[O:21])[n:8][nH:9][c:10]2[cH:11][cH:12]1. Starting materials: O (water), C(=C)(C)N1C(NC2=C1C=CC=C2)=O (1-Isopropenyl-1,3-dihydro-benzimidazol-2-one), C(C=C)(=O)OC (methyl acrylate), [OH-].C(C1=CC=CC=C1)[N+](C)(C)C (benzyltrimethylammonium hydroxide). Run in C(C)(=O)OCC (ethyl acetate), CN(C)C=O (DMF). Yields the product COC(CCN1C(N(C2=C1C=CC=C2)C(=C)C)=O)=O (3-(3-Isopropenyl-2-oxo-2,3-dihydro-benzimidazol-1-yl)-propionic acid methyl ester). The yield is 64.3%. RXN SMILES: [C:1]([N:4]1[C:8]2[CH:9]=[CH:10][CH:11]=[CH:12][C:7]=2[NH:6][C:5]1=[O:13])([CH3:3])=[CH2:2].[C:14]([O:18][CH3:19])(=[O:17])[CH:15]=[CH2:16].[OH-].C([N+](C)(C)C)C1C=CC=CC=1.O>CN(C=O)C.C(OCC)(=O)C>[CH3:19][O:18][C:14](=[O:17])[CH2:15][CH2:16][N:6]1[C:7]2[CH:12]=[CH:11][CH:10]=[CH:9][C:8]=2[N:4]([C:1]([CH3:3])=[CH2:2])[C:5]1=[O:13] |f:2.3|. Procedure: To a stirred solution of 1-Isopropenyl-1,3-dihydro-benzimidazol-2-one (5 g, 28.7 mmol) in DMF (20 ml) was added methyl acrylate (2.8 ml, 31.6 mmol) followed by benzyltrimethylammonium hydroxide (Triton B, 40 wt % in MeOH, 3.2 ml). The resulting solution was stirred at ambient temperature until the reaction was complete. After this time the reaction was poured into water and ethyl acetate. The layers were separated and the aqueous phase was extracted twice more with ethyl acetate. The combined or... Reactants: CC(=O)[O-], CCO, CCOCC, CN(C)C=O, N, [NH4+], [Na+], [OH-], [Zn], CCC(=NO)c1ccc2ccccc2c1. The product is CCC(N)c1ccc2ccccc2c1. As a reaction SMILES: [CH3:17][C:18](=[O:19])[O-:20].[CH3:22][CH2:23][OH:24].[CH3:25][CH2:26][O:27][CH2:28][CH3:29].[CH3:33][N:34]([CH3:35])[CH:36]=[O:37].[NH3:21].[NH4+:16].[Na+:31].[OH-:30].[Zn:32].[cH:1]1[c:2]([C:11]([CH2:12][CH3:13])=[N:14][OH:15])[cH:3][cH:4][c:5]2[cH:6][cH:7][cH:8][cH:9][c:10]12>>[cH:1]1[c:2]([CH:11]([CH2:12][CH3:13])[NH2:14])[cH:3][cH:4][c:5]2[cH:6][cH:7][cH:8][cH:9][c:10]12.